From a dataset of the Open Reaction Database (ORD), a public repository of structured organic reaction records. describe an organic reaction: reactants, conditions, products, and yield The reactants are CNC1CCCCC1 (N-methyl-cyclohexylamine), C(C)(=O)NC1=C(CBr)C=C(C(=C1)C(C)(C)C)Cl (2-acetylamino-4-tert.butyl-5-chloro-benzyl bromide). The solvent is C(Cl)(Cl)(Cl)Cl (carbon tetrachloride). The product is C(C)(=O)NC1=C(CN(C)C2CCCCC2)C=C(C(=C1)C(C)(C)C)Cl (2-acetylamino-4-tert.butyl-5-chloro-N-cyclohexyl-N-methyl-benzylamine). RXN SMILES: [CH3:1][NH:2][CH:3]1[CH2:8][CH2:7][CH2:6][CH2:5][CH2:4]1.[C:9]([NH:12][C:13]1[CH:20]=[C:19]([C:21]([CH3:24])([CH3:23])[CH3:22])[C:18]([Cl:25])=[CH:17][C:14]=1[CH2:15]Br)(=[O:11])[CH3:10]>C(Cl)(Cl)(Cl)Cl>[C:9]([NH:12][C:13]1[CH:20]=[C:19]([C:21]([CH3:24])([CH3:23])[CH3:22])[C:18]([Cl:25])=[CH:17][C:14]=1[CH2:15][N:2]([CH:3]1[CH2:8][CH2:7][CH2:6][CH2:5][CH2:4]1)[CH3:1])(=[O:11])[CH3:10]. Procedure: 26 gm of N-methyl-cyclohexylamine were added to 29 gm of 2-acetylamino-4-tert.butyl-5-chloro-benzyl bromide in 1.5 liters of carbon tetrachloride, and the mixture was refluxed for 2 hours. After cooling, the precipitated N-methyl-cyclohexylamine hydrobromide was filtered off, and the filtrate was evaporated. The residue was taken up in 2 N acetic acid, the solution was extracted with chloroform, and the acid phase was made alkaline with concentrated ammonia, extracted three times with chloroform... The product is ClC1=CC=C(C=C1)C=1C(=NC=C(C(=O)N[C@H]2[C@@H](CCCC2)O)C1)OCC1=NC=CC=N1 (5-(4-chloro-phenyl)-N-((1R,2R)-2-hydroxy-cyclohexyl)-6-(pyrimidin-2-ylmethoxy)-nicotinamide). Starting materials: BrC=1C=C(C=NC1Cl)C(=O)O (5-bromo-6-chloro-3-pyridinecarboxylic acid), N[C@H]1[C@@H](CCCC1)O ((1R,2R)-2-amino-1-cyclohexanol), N1=C(N=CC=C1)CO (2-pyrimidinemethanol), ClC1=CC=C(C=C1)B(O)O ((4-chloro-phenyl)-boronic acid). As a reaction SMILES: Br[C:2]1[CH:3]=[C:4]([C:9]([OH:11])=O)[CH:5]=[N:6][C:7]=1Cl.[N:12]1[CH:17]=[CH:16][CH:15]=[N:14][C:13]=1[CH2:18][OH:19].[Cl:20][C:21]1[CH:26]=[CH:25][C:24](B(O)O)=[CH:23][CH:22]=1.[NH2:30][C@@H:31]1[CH2:36][CH2:35][CH2:34][CH2:33][C@H:32]1[OH:37]>>[Cl:20][C:21]1[CH:26]=[CH:25][C:24]([C:2]2[C:7]([O:19][CH2:18][C:13]3[N:14]=[CH:15][CH:16]=[CH:17][N:12]=3)=[N:6][CH:5]=[C:4]([CH:3]=2)[C:9]([NH:30][C@@H:31]2[CH2:36][CH2:35][CH2:34][CH2:33][C@H:32]2[OH:37])=[O:11])=[CH:23][CH:22]=1. Procedure: The title compound was synthesized in analogy to Example 75, using 5-bromo-6-chloro-3-pyridinecarboxylic acid, 2-pyrimidinemethanol, (4-chloro-phenyl)-boronic acid and ((1R,2R)-2-amino-1-cyclohexanol as starting materials to yield 5-(4-chloro-phenyl)-N-((1R,2R)-2-hydroxy-cyclohexyl)-6-(pyrimidin-2-ylmethoxy)-nicotinamide, MS (ISP) 439.1 (M+H)+. Starting materials: Cl (hydrochloric acid), C1(CCCCC1)C1=CC=C(C=C1)C1=CC(=CN1)C(=O)OC (methyl 5-(4-cyclohexylphenyl)-1H-pyrrole-3-carboxylate), solution, [H-].C(C(C)C)[Al+]CC(C)C (diisobutylaluminum hydride). Solvent: O1CCCC1 (tetrahydrofuran), C1(=CC=CC=C1)C (toluene), C(C)(=O)OCC (ethyl acetate). Run at time 2 hour. Yields the product C1(CCCCC1)C1=CC=C(C=C1)C1=CC(=CN1)CO ([5-(4-cyclohexylphenyl)-1H-pyrrol-3-yl]methanol). Isolated yield 39.6%. As a reaction SMILES: [CH:1]1([C:7]2[CH:12]=[CH:11][C:10]([C:13]3[NH:17][CH:16]=[C:15]([C:18](OC)=[O:19])[CH:14]=3)=[CH:9][CH:8]=2)[CH2:6][CH2:5][CH2:4][CH2:3][CH2:2]1.[H-].C([Al+]CC(C)C)C(C)C.Cl>O1CCCC1.C1(C)C=CC=CC=1.C(OCC)(=O)C>[CH:1]1([C:7]2[CH:12]=[CH:11][C:10]([C:13]3[NH:17][CH:16]=[C:15]([CH2:18][OH:19])[CH:14]=3)=[CH:9][CH:8]=2)[CH2:2][CH2:3][CH2:4][CH2:5][CH2:6]1 |f:1.2|. Procedure: To a solution of methyl 5-(4-cyclohexylphenyl)-1H-pyrrole-3-carboxylate (3.0 g) in absolute tetrahydrofuran (40 mL) was added dropwise a 1.5 mol/L solution (21.0 mL) of diisobutylaluminum hydride in toluene at −78° C. The mixture was further stirred at the same temperature for 2 hr. To the reaction mixture was added 1 mol/L hydrochloric acid, and the mixture was diluted with ethyl acetate. The insoluble material was filtered off through celite, and the filtrate was extracted with ethyl acetate. ... The reactants are ClC1=CC(=C(N)C=C1F)F (4-chloro-2,5-difluoroaniline), ClC(=O)OCC (ethyl chloroformate). Run in N1=CC=CC=C1 (pyridine). Run at time 2.5 hour. The product is ClC1=CC(=C(C=C1F)NC(OCC)=O)F (ethyl 4-chloro-2,5-difluorophenylcarbamate). As a reaction SMILES: [Cl:1][C:2]1[C:8]([F:9])=[CH:7][C:5]([NH2:6])=[C:4]([F:10])[CH:3]=1.Cl[C:12]([O:14][CH2:15][CH3:16])=[O:13]>N1C=CC=CC=1>[Cl:1][C:2]1[C:8]([F:9])=[CH:7][C:5]([NH:6][C:12](=[O:13])[O:14][CH2:15][CH3:16])=[C:4]([F:10])[CH:3]=1. Procedure details: 4-Chloro-2,5-difluoroaniline (XXXIX) (2.1 g, 12.8 mmol) was mixed with pyridine (20 ml) at 0° C., to it was dropwise added ethyl chloroformate (1.5 g, 13.8 mmol). After stirring for 2.5 hr while temperature slowly raised to room temperature, pyridine was evaporated and the residue crystallized in ice-water (100 ml). The crystals were filtered, washed with water and dried in fume hood overnight (2.7 g). 1H NMR (CDCl3, 300 MHz) 1.33 (3H, t, J=7.1 Hz), 4.23 (2H, q, J=7.1 Hz), 6.89 (1H, br), 7.12 (1... Starting materials: 3A, C(CCS)S (1,3-propanedithiol), O.FC(C(=O)OCC)(C(C(C(=O)OCC)(F)F)=O)F (Diethyl 2,2,4,4,-tetrafluoro-3-oxopentanedioate hydrate). Run in C(Cl)Cl (methylene chloride). Reaction conditions: time 18 hour. Yields the product S1C(SCCC1)(C(C(=O)OCC)(F)F)C(C(=O)OCC)(F)F (Diethyl 2,2′-(1,3-dithiane-2,2-diyl)bis(2,2-difluoroacetate)). RXN SMILES: O.[F:2][C:3]([F:19])([C:9](=O)[C:10]([F:17])([F:16])[C:11]([O:13][CH2:14][CH3:15])=[O:12])[C:4]([O:6][CH2:7][CH3:8])=[O:5].[CH2:20]([SH:24])[CH2:21][CH2:22][SH:23]>C(Cl)Cl>[S:23]1[CH2:22][CH2:21][CH2:20][S:24][C:9]1([C:10]([F:17])([F:16])[C:11]([O:13][CH2:14][CH3:15])=[O:12])[C:3]([F:19])([F:2])[C:4]([O:6][CH2:7][CH3:8])=[O:5] |f:0.1|. Procedure: Dissolve 12.1 mmol of the product of Example 6 in 50 mL of methylene chloride and cool in an ice/water bath under argon. Add 6 g of powdered activated 3A molecular sieves, 18.2 mmol of 1,3-propanedithiol, and then 2.4 mmol of BF3Et2O. Stir for 18 h in the cold, then filter the reaction, washing with ether. Add 100 mL of ether and wash with saturated sodium bicarbonate, water, and brine, and dry over MgSO4. Purify by silica gel chromatography using ether/hexane as eluant to yield the title compou... Starting materials: NC(=O)c1ccc(Br)cn1, C1COCCO1, O=C(c1cccc2ccccc12)C(O)O. RXN SMILES: [Br:1][c:2]1[cH:3][cH:4][c:5]([C:8](=[O:9])[NH2:10])[n:6][cH:7]1.[O:26]1[CH2:27][CH2:28][O:29][CH2:30][CH2:31]1.[OH:11][CH:12]([C:13](=[O:14])[c:15]1[cH:16][cH:17][cH:18][c:19]2[cH:20][cH:21][cH:22][cH:23][c:24]12)[OH:25]>>[Br:1][c:2]1[cH:3][cH:4][c:5]([C:8](=[O:9])[NH:10][CH:12]([OH:11])[C:13](=[O:14])[c:15]2[cH:16][cH:17][cH:18][c:19]3[cH:20][cH:21][cH:22][cH:23][c:24]23)[n:6][cH:7]1. The product is O=C(NC(O)C(=O)c1cccc2ccccc12)c1ccc(Br)cn1. Product: CCCOc1ccccc1-c1nc2nc(N(C)C)nnc2c(=O)[nH]1. Reactants: CCCOc1ccccc1-c1nc2nc(SC)nnc2c(=O)[nH]1, CNC, [Na+], [OH-]. As a reaction SMILES: [CH3:1][S:2][c:3]1[n:4][n:5][c:6]2[c:7]([n:8]1)[n:9][c:10](-[c:14]1[c:15]([O:20][CH2:21][CH2:22][CH3:23])[cH:16][cH:17][cH:18][cH:19]1)[nH:11][c:12]2=[O:13].[CH3:24][NH:25][CH3:26].[Na+:28].[OH-:27]>>[c:3]1([N:25]([CH3:24])[CH3:26])[n:4][n:5][c:6]2[c:7]([n:8]1)[n:9][c:10](-[c:14]1[c:15]([O:20][CH2:21][CH2:22][CH3:23])[cH:16][cH:17][cH:18][cH:19]1)[nH:11][c:12]2=[O:13]. Starting materials: COC(=O)NC1C(=O)OC(C1)=O (2-methoxycarbonylaminosuccinic anhydride), Cl (hydrochloric acid), ClC1=CC=CC=C1 (4-chlorobenzene), [Cl-].[Al+3].[Cl-].[Cl-] (aluminum chloride). The solvent is ClC(C)Cl (dichloroethane), C(C)(=O)OCC (ethyl acetate). Conditions: time 1 hour. Product: C(=O)(O)C(CC(=O)C1=CC=C(C=C1)Cl)NC(=O)OC (3-carboxy-3-methoxycarbonylamino-4'-chloropropiophenone). Isolated yield 83.4%. Reaction SMILES: [CH3:1][O:2][C:3]([NH:5][CH:6]1[CH2:11][C:10](=[O:12])[O:9][C:7]1=[O:8])=[O:4].[Cl:13][C:14]1[CH:19]=[CH:18][CH:17]=[CH:16][CH:15]=1.[Cl-].[Al+3].[Cl-].[Cl-].Cl>ClC(Cl)C.C(OCC)(=O)C>[C:7]([CH:6]([NH:5][C:3]([O:2][CH3:1])=[O:4])[CH2:11][C:10]([C:17]1[CH:18]=[CH:19][C:14]([Cl:13])=[CH:15][CH:16]=1)=[O:12])([OH:9])=[O:8] |f:2.3.4.5|. Reported procedure: To 17.58 g of 2-methoxycarbonylaminosuccinic anhydride and 33.77 g of 4-chlorobenzene suspended in 150 ml of dichloroethane was added 33.40 g of anhydrous aluminum chloride under ice cooling, and the mixture was stirred at room temperature for 1 hour. Under ice cooling, to the mixture were added 100 ml of 10% hydrochloric acid and then 500 ml of ethyl acetate. After the organic layer was collected by separation, washed with water and dried, the solvent was removed. The resulting crude crystals w...